Task: describe an organic reaction: reactants, conditions, products, and yield. Dataset: the Open Reaction Database (ORD), a public repository of structured organic reaction records Starting materials: O=C1NCN(c2ccccc2)C12CCN(C1CCC3CCCCC3C1)CC2, CI, Cl, [H-], [Na+], CN(C)C=O. Yields the product CN1CN(c2ccccc2)C2(CCN(C3CCC4CCCCC4C3)CC2)C1=O, Cl. RXN SMILES: [CH2:2]1[CH:3]([N:12]2[CH2:13][CH2:14][C:15]3([C:16](=[O:26])[NH:17][CH2:18][N:19]3[c:20]3[cH:21][cH:22][cH:23][cH:24][cH:25]3)[CH2:27][CH2:28]2)[CH2:4][CH2:5][CH:6]2[CH2:7][CH2:8][CH2:9][CH2:10][CH:11]12.[CH3:31][I:32].[ClH:1].[H-:29].[Na+:30].[O:33]=[CH:34][N:35]([CH3:36])[CH3:37]>>[CH2:2]1[CH:3]([N:12]2[CH2:13][CH2:14][C:15]3([C:16](=[O:26])[N:17]([CH3:31])[CH2:18][N:19]3[c:20]3[cH:21][cH:22][cH:23][cH:24][cH:25]3)[CH2:27][CH2:28]2)[CH2:4][CH2:5][CH:6]2[CH2:7][CH2:8][CH2:9][CH2:10][CH:11]12.[ClH:1].